Dataset: the Open Reaction Database (ORD), a public repository of structured organic reaction records. Task: describe an organic reaction: reactants, conditions, products, and yield Reactants: BrC1=C(C=C(C(=N1)C)C=O)C (6-bromo-2,5-dimethyl-3-pyridinecarboxaldehyde), O.C1(=CC=C(C=C1)S(=O)(=O)O)C (p-toluenesulfonic acid hydrate), C([O-])(O)=O.[Na+] (sodium bicarbonate). Run in CO (methanol). The product is BrC1=NC(=C(C=C1C)C(OC)OC)C (2-bromo-5-dimethoxymethyl-3,6-dimethylpyridine). The yield is 92.0%. As a reaction SMILES: [Br:1][C:2]1[N:7]=[C:6]([CH3:8])[C:5]([CH:9]=[O:10])=[CH:4][C:3]=1[CH3:11].O.[C:13]1(C)C=CC(S(O)(=O)=O)=CC=1.[C:24](=[O:27])(O)[O-].[Na+]>CO>[Br:1][C:2]1[C:3]([CH3:11])=[CH:4][C:5]([CH:9]([O:27][CH3:24])[O:10][CH3:13])=[C:6]([CH3:8])[N:7]=1 |f:1.2,3.4|. Reported procedure: To a solution of 6-bromo-2,5-dimethyl-3-pyridinecarboxaldehyde (378 g, 1.77 mmol) in methanol (25 mL) was added p-toluenesulfonic acid hydrate (342 mg, 1.80 mmol), and the mixture was heated at reflux for 1 h. Diluted aqueous sodium bicarbonate was added, and the mixture was extracted with ethyl acetate. The organic layer was washed with brine and dried on anhydrous sodium sulfate. The solvent was evaporated under reduced pressure to afford 2-bromo-5-dimethoxymethyl-3,6-dimethylpyridine (423 g, ... Starting materials: ICC=1N=C(OC1C1=CC=CC=C1)C1=CC=C(C=C1)C (4-iodomethyl-5-phenyl-2-p-tolyloxazole), C1(CCCCC1)C(C(C)=NO)=O (1-cyclohexyl-1,2-propanedione-2-oxime), C1(=CC=C(C=C1)C=O)C (p-tolu-aldehyde). Product: ICC=1N=C(OC1C1CCCCC1)C1=CC=C(C=C1)C (4-iodomethyl-5-cyclohexyl-2-p-tolyloxazole). Reaction SMILES: [I:1][CH2:2][C:3]1[N:4]=[C:5]([C:14]2[CH:19]=[CH:18][C:17]([CH3:20])=[CH:16][CH:15]=2)[O:6][C:7]=1[C:8]1[CH:13]=[CH:12][CH:11]=[CH:10][CH:9]=1.C1(C(=O)C(=NO)C)CCCCC1.C1(C)C=CC(C=O)=CC=1>>[I:1][CH2:2][C:3]1[N:4]=[C:5]([C:14]2[CH:15]=[CH:16][C:17]([CH3:20])=[CH:18][CH:19]=2)[O:6][C:7]=1[CH:8]1[CH2:9][CH2:10][CH2:11][CH2:12][CH2:13]1. Reported procedure: Analogously to the building block synthesis of 4-iodomethyl-5-phenyl-2-p-tolyloxazole, 1-cyclohexyl-1,2-propanedione-2-oxime and p-tolu-aldehyde gave 4-iodomethyl-5-cyclohexyl-2-p-tolyloxazole. The reactants are O (Water), S1C2=C(C=C1)C(=CC=C2)N2CCN(CC2)CCCCOC2=CC=C1CCC(NC1=C2)=O (7-[4-(4-benzo[b]thiophen-4-yl-piperazin-1-yl)-butoxy]-3,4-dihydro-1H-quinolin-2-one), C1(CCCCC1)C(=O)Cl (cyclohexanecarbonyl chloride), N1=CC=CC=C1 (pyridine). Solvent: ClCCl (dichloromethane). Product: S1C2=C(C=C1)C(=CC=C2)N2CCN(CC2)CCCCOC2=CC=C1CCC(N(C1=C2)C(=O)C2CCCCC2)=O (7-[4-(4-benzo[b]thiophen-4-yl-piperazin-1-yl)-butoxy]-1-(cyclohexanecarbonyl)-3,4-dihydroquinolin-2(1H)-one). Reaction SMILES: [S:1]1[CH:5]=[CH:4][C:3]2[C:6]([N:10]3[CH2:15][CH2:14][N:13]([CH2:16][CH2:17][CH2:18][CH2:19][O:20][C:21]4[CH:30]=[C:29]5[C:24]([CH2:25][CH2:26][C:27](=[O:31])[NH:28]5)=[CH:23][CH:22]=4)[CH2:12][CH2:11]3)=[CH:7][CH:8]=[CH:9][C:2]1=2.N1C=CC=CC=1.[CH:38]1([C:44](Cl)=[O:45])[CH2:43][CH2:42][CH2:41][CH2:40][CH2:39]1.O>ClCCl>[S:1]1[CH:5]=[CH:4][C:3]2[C:6]([N:10]3[CH2:11][CH2:12][N:13]([CH2:16][CH2:17][CH2:18][CH2:19][O:20][C:21]4[CH:30]=[C:29]5[C:24]([CH2:25][CH2:26][C:27](=[O:31])[N:28]5[C:44]([CH:38]5[CH2:43][CH2:42][CH2:41][CH2:40][CH2:39]5)=[O:45])=[CH:23][CH:22]=4)[CH2:14][CH2:15]3)=[CH:7][CH:8]=[CH:9][C:2]1=2. Reported procedure: To a solution of 7-[4-(4-benzo[b]thiophen-4-yl-piperazin-1-yl)-butoxy]-3,4-dihydro-1H-quinolin-2-one (1 g) synthesized in the same manner as in WO2006/112464 (Example 11) in dichloromethane (30 ml) was added pyridine (0.37 ml), with stirring under ice-cooling, cyclohexanecarbonyl chloride (0.46 ml) was added and the mixture was stirred at room temperature overnight. Water was added to the reaction mixture and the mixture was extracted with ethyl acetate. The organic layer was dried over sodium s...